From a dataset of the Open Reaction Database (ORD), a public repository of structured organic reaction records. describe an organic reaction: reactants, conditions, products, and yield RXN SMILES: [ClH:43].[c:1]1([CH:7]([C:8](=[O:9])[O:10][CH3:11])[N:12]2[CH2:13][CH2:14][CH:15]([c:18]3[cH:19][cH:20][c:21]([NH:24][C:25](=[O:26])[c:27]4[c:28](-[c:33]5[cH:34][cH:35][c:36]([C:39]([F:40])([F:41])[F:42])[cH:37][cH:38]5)[cH:29][cH:30][cH:31][cH:32]4)[cH:22][cH:23]3)[CH2:16][CH2:17]2)[cH:2][cH:3][cH:4][cH:5][cH:6]1>>[ClH:43].[c:1]1([CH:7]([C:8](=[O:9])[OH:10])[N:12]2[CH2:13][CH2:14][CH:15]([c:18]3[cH:19][cH:20][c:21]([NH:24][C:25](=[O:26])[c:27]4[c:28](-[c:33]5[cH:34][cH:35][c:36]([C:39]([F:40])([F:41])[F:42])[cH:37][cH:38]5)[cH:29][cH:30][cH:31][cH:32]4)[cH:22][cH:23]3)[CH2:16][CH2:17]2)[cH:2][cH:3][cH:4][cH:5][cH:6]1. Starting materials: Cl, COC(=O)C(c1ccccc1)N1CCC(c2ccc(NC(=O)c3ccccc3-c3ccc(C(F)(F)F)cc3)cc2)CC1. Yields the product Cl, O=C(Nc1ccc(C2CCN(C(C(=O)O)c3ccccc3)CC2)cc1)c1ccccc1-c1ccc(C(F)(F)F)cc1. The reactants are N[C@@H]1CC[C@H](CC1)N(C(=S)N)C (1-(trans-4-aminocyclohexyl)-1-methyl-thiourea), Cl (hydrochloride), CI (methyliodide). Solvent: CO (MeOH). Product: N[C@@H]1CC[C@H](CC1)N(C(SC)=N)C (1-(trans-4-aminocyclohexyl)-1,2-dimethyl-isothiourea), Cl (hydrochloride), I (hydroiodide). As a reaction SMILES: [NH2:1][C@H:2]1[CH2:7][CH2:6][C@H:5]([N:8]([CH3:12])[C:9]([NH2:11])=[S:10])[CH2:4][CH2:3]1.[ClH:13].[CH3:14][I:15]>CO>[NH2:1][C@H:2]1[CH2:7][CH2:6][C@H:5]([N:8]([CH3:12])[C:9](=[NH:11])[S:10][CH3:14])[CH2:4][CH2:3]1.[ClH:13].[IH:15]. Procedure: A mixture of 0.6 g of 1-(trans-4-aminocyclohexyl)-1-methyl-thiourea in the form of a hydrochloride in 30 ml of MeOH and 0.22 ml of methyliodide is refluxed for 2 hours, solvent is evaporated and 1-(trans-4-aminocyclohexyl)-1,2-dimethyl-isothiourea in the form of a hydrochloride and a hydroiodide is obtained. Starting materials: ClC=1C(=NC=C(C1)Cl)C#N (3,5-dichloropicolinonitrile), CC1(OB(OC1(C)C)C=C)C (4,4,5,5-tetramethyl-2-vinyl-1,3,2-dioxaborolane), tetrakis(triphenyl-phosphine)palladium, C([O-])([O-])=O.[Na+].[Na+] (sodium carbonate). Solvent: C1(=CC=CC=C1)C.C(C)O (toluene ethanol), C(C)(=O)OCC (ethyl acetate), O (water). The product is ClC=1C(=NC=C(C1)C=C)C#N (3-chloro-5-vinylpicolinonitrile). As a reaction SMILES: [Cl:1][C:2]1[C:3]([C:9]#[N:10])=[N:4][CH:5]=[C:6](Cl)[CH:7]=1.[CH3:11][C:12]1(C)C(C)(C)OB(C=C)O1.C(=O)([O-])[O-].[Na+].[Na+]>C1(C)C=CC=CC=1.C(O)C.C(OCC)(=O)C.O>[Cl:1][C:2]1[C:3]([C:9]#[N:10])=[N:4][CH:5]=[C:6]([CH:11]=[CH2:12])[CH:7]=1 |f:2.3.4,5.6|. Procedure: A solution of 3,5-dichloropicolinonitrile (1.0 eq.), 4,4,5,5-tetramethyl-2-vinyl-1,3,2-dioxaborolane (1.0 eq.), tetrakis(triphenyl-phosphine)palladium (5 mol %), and 2N aqueous sodium carbonate solution (3.4 eq.) in toluene/ethanol (2:1, 0.04 M) was stirred at 95° C. overnight. After cooling to ambient temperature, the reaction content was diluted with ethyl acetate and water. The two phases were separated, and the aqueous layer was extracted twice with ethyl acetate. The combined organic layers... Starting materials: C1(CCCCCC1)C1=CC=C(C=C1)C(C)=O (4'-cycloheptyl-acetophenone), CO/C(=C/C(=O)OC)/C (methyl (E)-3-methoxy-crotonate). The product is C1(CCCCCC1)C1=CC=C(C=C1)/C(=C/C(C)=O)/C ((E)-4-(4-cycloheptyl-phenyl)-3-pentene-2-one). Yield: 28.0%. Reaction SMILES: [CH:1]1([C:8]2[CH:13]=[CH:12][C:11]([C:14](=O)[CH3:15])=[CH:10][CH:9]=2)[CH2:7][CH2:6][CH2:5][CH2:4][CH2:3][CH2:2]1.C[O:18]/[C:19](/[CH3:25])=[CH:20]/C(OC)=O>>[CH:1]1([C:8]2[CH:13]=[CH:12][C:11](/[C:14](/[CH3:15])=[CH:20]/[C:19](=[O:18])[CH3:25])=[CH:10][CH:9]=2)[CH2:7][CH2:6][CH2:5][CH2:4][CH2:3][CH2:2]1. Reported procedure: (E)-4-(4-cycloheptyl-phenyl)-3-pentene-2-one was prepared analogous to Example 52 from 4'-cycloheptyl-acetophenone (b.p. 120°-125°C at 0.03 mm Hg) and methyl (E)-3-methoxy-crotonate with a yield of 28% of theory. B.p. 132°-135°C at 0.1 mm Hg. Reactants: CC1(OB(OC1(C)C)C1=C2C=CNC2=CC=C1)C (4-(4,4,5,5-tetramethyl-1,3,2-dioxaborolan-2-yl)-1H-indole), BrC=1C=C(C=2C(=NNC2C1)F)N (6-bromo-3-fluoro-1H-indazol-4-amine), C([O-])([O-])=O.[Na+].[Na+] (sodium carbonate), O (water). The reagents and catalysts are C1=CC=C(C=C1)P([C-]2C=CC=C2)C3=CC=CC=C3.C1=CC=C(C=C1)P([C-]2C=CC=C2)C3=CC=CC=C3.Cl[Pd]Cl.[Fe+2] (1,1′-bis(diphenylphosphino)ferrocenedichloropalladium(II)). Run in O1CCOCC1 (1,4-dioxane). Run at temperature 150 celsius. The product is FC1=NNC=2C=C(C=C(C12)N)C1=C2C=CNC2=CC=C1 (3-Fluoro-6-(1H-indol-4-yl)-1H-indazol-4-amine). Isolated yield 304.6%. RXN SMILES: CC1(C)C(C)(C)OB([C:9]2[CH:17]=[CH:16][CH:15]=[C:14]3[C:10]=2[CH:11]=[CH:12][NH:13]3)O1.Br[C:20]1[CH:21]=[C:22]([NH2:30])[C:23]2[C:24]([F:29])=[N:25][NH:26][C:27]=2[CH:28]=1.O.C(=O)([O-])[O-].[Na+].[Na+]>O1CCOCC1.C1C=CC(P(C2C=CC=CC=2)[C-]2C=CC=C2)=CC=1.C1C=CC(P(C2C=CC=CC=2)[C-]2C=CC=C2)=CC=1.Cl[Pd]Cl.[Fe+2]>[F:29][C:24]1[C:23]2[C:22]([NH2:30])=[CH:21][C:20]([C:9]3[CH:17]=[CH:16][CH:15]=[C:14]4[C:10]=3[CH:11]=[CH:12][NH:13]4)=[CH:28][C:27]=2[NH:26][N:25]=1 |f:3.4.5,7.8.9.10|. Reported procedure: To 4-(4,4,5,5-tetramethyl-1,3,2-dioxaborolan-2-yl)-1H-indole (24 mg) and 1,1′-bis(diphenylphosphino)ferrocenedichloropalladium(II) (3 mg) at 20° C. in a microwave vial was added a solution of 6-bromo-3-fluoro-1H-indazol-4-amine (19 mg) in 1,4-dioxane (0.75 ml) followed by water (0.5 ml) and aqueous sodium carbonate (2M, 0.124 ml). The reaction vessel was sealed and heated under microwave irradiation at 150° C. for 15 min. After cooling, the black solution was loaded onto a 500 mg silica cartridg...